describe an organic reaction: reactants, conditions, products, and yield From a dataset of the Open Reaction Database (ORD), a public repository of structured organic reaction records. Starting materials: CC(=O)Nc1nc(Br)ccc1[N+](=O)[O-], CN(C)C=O, N#Cc1ccc(CBr)c(Cl)c1, [H-], [Na+], O. Yields the product CC(=O)N(Cc1ccc(C#N)cc1Cl)c1nc(Br)ccc1[N+](=O)[O-]. As a reaction SMILES: [C:1]([CH3:2])(=[O:3])[NH:4][c:5]1[n:6][c:7]([Br:14])[cH:8][cH:9][c:10]1[N+:11](=[O:12])[O-:13].[CH3:29][N:30]([CH3:31])[CH:32]=[O:33].[Cl:17][c:18]1[c:19]([CH2:20][Br:21])[cH:22][cH:23][c:24]([C:26]#[N:27])[cH:25]1.[H-:15].[Na+:16].[OH2:28]>>[C:1]([CH3:2])(=[O:3])[N:4]([c:5]1[n:6][c:7]([Br:14])[cH:8][cH:9][c:10]1[N+:11](=[O:12])[O-:13])[CH2:20][c:19]1[c:18]([Cl:17])[cH:25][c:24]([C:26]#[N:27])[cH:23][cH:22]1. Starting materials: CN1C(=O)NC(=O)C1 (1-methylhydantoin), CC(C)(C)[O-].[K+] (t-BuOK), BrCC=1C=C(C=CC1)C1=C(SC(=C1)CC(C)C)S(=O)(=O)NC(C)(C)C (3-(3-bromomethylphenyl)-5-iso-butyl-N-tert-butylthiophene-2-sulfonamide). Solvent: CS(=O)C (DMSO), CS(=O)C (DMSO), C(Cl)Cl (CH2Cl2). Reaction conditions: time 1 hour. Yields the product CN1C(N(C(C1)=O)CC=1C=C(C=CC1)C1=C(SC(=C1)CC(C)C)S(=O)(=O)NC(C)(C)C)=O (3-[3-(3-Methylimidazolidine-2,5-dione-1-ylmethyl)phenyl]-5-iso-butyl-N-tert-butylthiophene-2-sulfonamide), syrup. Isolated yield 54.0%. RXN SMILES: [CH3:1][N:2]1[CH2:8][C:6](=[O:7])[NH:5][C:3]1=[O:4].CC([O-])(C)C.[K+].Br[CH2:16][C:17]1[CH:18]=[C:19]([C:23]2[CH:27]=[C:26]([CH2:28][CH:29]([CH3:31])[CH3:30])[S:25][C:24]=2[S:32]([NH:35][C:36]([CH3:39])([CH3:38])[CH3:37])(=[O:34])=[O:33])[CH:20]=[CH:21][CH:22]=1>CS(C)=O.C(Cl)Cl>[CH3:1][N:2]1[CH2:8][C:6](=[O:7])[N:5]([CH2:16][C:17]2[CH:18]=[C:19]([C:23]3[CH:27]=[C:26]([CH2:28][CH:29]([CH3:31])[CH3:30])[S:25][C:24]=3[S:32]([NH:35][C:36]([CH3:38])([CH3:37])[CH3:39])(=[O:33])=[O:34])[CH:20]=[CH:21][CH:22]=2)[C:3]1=[O:4] |f:1.2|. Reported procedure: To a solution of 1-methylhydantoin (33.9 mg, 0.297 mmol) in DMSO (1 mL) and t-BuOK (46.6 mg, 0.415 mmol), that had been stirred for 40 min at ambient temperature, was added a solution of 3-(3-bromomethylphenyl)-5-iso-butyl-N-tert-butylthiophene-2-sulfonamide (87.9 mg, 0.198 mmol; see Example 1(e)) in DMSO (1 mL) dropwise. The reaction mixture was stirred for 1 h at ambient temperature and then diluted with CH2Cl2 (15 mL). The organic layer was washed with water, dried (over anhydrous MgSO4), con... Reactants: C(C)(C)(C)OC(=O)C1(CCCCC1)C1=CC=C(C(=O)O)C=C1 (4-[1-(tert-Butoxycarbonyl)cyclohexyl]benzoic acid), C(C(=O)Cl)(=O)Cl (oxalyl chloride), CN(C=O)C (dimethylformamide), C(C)(C)O (isopropanol). The reagents and catalysts are CN(C1=CC=NC=C1)C (4-dimethylaminopyridine). Run in ClCCl (dichloromethane), C1=CC=CC=C1 (benzene). Reaction conditions: temperature 40 celsius, time 1 hour. The product is C(C)(C)(C)OC(=O)C1(CCCCC1)C1=CC=C(C(=O)OC(C)C)C=C1 (Isopropyl 4-[1-(tert-butoxycarbonyl)cyclohexyl]benzoate). The yield is 90.6%. As a reaction SMILES: [C:1]([O:5][C:6]([C:8]1([C:14]2[CH:22]=[CH:21][C:17]([C:18]([OH:20])=[O:19])=[CH:16][CH:15]=2)[CH2:13][CH2:12][CH2:11][CH2:10][CH2:9]1)=[O:7])([CH3:4])([CH3:3])[CH3:2].C(Cl)(=O)C(Cl)=O.CN(C)C=O.[CH:34](O)([CH3:36])[CH3:35]>ClCCl.CN(C)C1C=CN=CC=1.C1C=CC=CC=1>[C:1]([O:5][C:6]([C:8]1([C:14]2[CH:15]=[CH:16][C:17]([C:18]([O:20][CH:34]([CH3:36])[CH3:35])=[O:19])=[CH:21][CH:22]=2)[CH2:13][CH2:12][CH2:11][CH2:10][CH2:9]1)=[O:7])([CH3:4])([CH3:2])[CH3:3]. Procedure: To a solution of 4-[1-(tert-butoxycarbonyl)cyclohexyl]benzoic acid (12) (0.219 g, 0.72 mmol) in dichloromethane (5 ml) under argon atmosphere at ice bath temperature oxalyl chloride (0.3 ml, 3.44 mmol) and a drop of dimethylformamide were added. The reaction mixture was stirred at ambient temperature for 15 minutes and at 40° C. for 1 hour, then the volatiles were evaporated and the residue was dried in vacuo. The residue (0.247 g) was dissolved in tetrahydrofuran (4 ml) and 4-dimethylaminopyrid... Reactants: [BH4-], CCO, CCOC(C)=O, CCOC(=O)COc1ccc(C=O)cc1NC(=O)c1ccc(OCCCCc2ccccc2)cc1, Cl, [Na+]. The product is CCOC(=O)COc1ccc(CO)cc1NC(=O)c1ccc(OCCCCc2ccccc2)cc1. Reaction SMILES: [BH4-:1].[CH3:38][CH2:39][OH:40].[CH3:42][CH2:43][O:44][C:45](=[O:46])[CH3:47].[CH:3](=[O:4])[c:5]1[cH:6][c:7]([NH:18][C:19]([c:20]2[cH:21][cH:22][c:23]([O:26][CH2:27][CH2:28][CH2:29][CH2:30][c:31]3[cH:32][cH:33][cH:34][cH:35][cH:36]3)[cH:24][cH:25]2)=[O:37])[c:8]([O:9][CH2:10][C:11](=[O:12])[O:13][CH2:14][CH3:15])[cH:16][cH:17]1.[ClH:41].[Na+:2]>>[CH2:3]([OH:4])[c:5]1[cH:6][c:7]([NH:18][C:19]([c:20]2[cH:21][cH:22][c:23]([O:26][CH2:27][CH2:28][CH2:29][CH2:30][c:31]3[cH:32][cH:33][cH:34][cH:35][cH:36]3)[cH:24][cH:25]2)=[O:37])[c:8]([O:9][CH2:10][C:11](=[O:12])[O:13][CH2:14][CH3:15])[cH:16][cH:17]1. Yields the product OCC1CN(Cc2ccccc2)CC1c1ccccc1. The reactants are [Al+3], O=C1OCC(c2ccccc2)N1C(=O)C1CN(Cc2ccccc2)CC1c1ccccc1, C1CCOC1, [H-], [H-], [H-], [H-], [Li+]. As a reaction SMILES: [Al+3:34].[CH2:1]([c:2]1[cH:3][cH:4][cH:5][cH:6][cH:7]1)[N:8]1[CH2:9][CH:10]([C:19](=[O:20])[N:21]2[CH:22]([c:23]3[cH:24][cH:25][cH:26][cH:27][cH:28]3)[CH2:29][O:30][C:31]2=[O:32])[CH:11]([c:13]2[cH:14][cH:15][cH:16][cH:17][cH:18]2)[CH2:12]1.[CH2:39]1[O:40][CH2:41][CH2:42][CH2:43]1.[H-:33].[H-:36].[H-:37].[H-:38].[Li+:35]>>[CH2:1]([c:2]1[cH:3][cH:4][cH:5][cH:6][cH:7]1)[N:8]1[CH2:9][CH:10]([CH2:19][OH:20])[CH:11]([c:13]2[cH:14][cH:15][cH:16][cH:17][cH:18]2)[CH2:12]1. Reactants: ClC1=CC=C(C=C1)NC(=O)NCC1CN(CCO1)C(=O)OC(C)(C)C (tert-Butyl 2-[({[(4-chlorophenyl)amino]carbonyl}amino)methyl]morpholine-4-carboxylate). Solvent: Cl (hydrogen chloride), O1CCOCC1 (1,4-dioxane). Yields the product ClC1=CC=C(C=C1)NC(=O)NCC1CNCCO1 (N-(4-Chlorophenyl)-N′-(morpholin-2-ylmethyl)urea). The yield is 83.0%. Reaction SMILES: [Cl:1][C:2]1[CH:7]=[CH:6][C:5]([NH:8][C:9]([NH:11][CH2:12][CH:13]2[O:18][CH2:17][CH2:16][N:15](C(OC(C)(C)C)=O)[CH2:14]2)=[O:10])=[CH:4][CH:3]=1>Cl.O1CCOCC1>[Cl:1][C:2]1[CH:7]=[CH:6][C:5]([NH:8][C:9]([NH:11][CH2:12][CH:13]2[O:18][CH2:17][CH2:16][NH:15][CH2:14]2)=[O:10])=[CH:4][CH:3]=1. Reported procedure: Intermediate 8 (1.9 g) was stirred in 4.0M hydrogen chloride in 1,4-dioxane (40 ml) at 22° C. for 30 min. The solvent was removed in vacuo and the residue was purified by solid phase extraction (Isolute SCX sulphonic acid column), eluting with methanol followed by 10% 0.880 NH3 solution in methanol, to give the title compound as a cream foam (1.15 g). LC/MS (System A) Rt 2.03 min, Mass Spectrum m/z 270 [MH+]. Reactants: CC(C)C[Al+]CC(C)C, Cc1ccccc1, Cl, CCOC(=O)c1cc(-c2ccccc2)n(S(=O)(=O)c2ccc(F)cc2)c1C, [H-], C1CCOC1. Product: Cc1c(C=O)cc(-c2ccccc2)n1S(=O)(=O)c1ccc(F)cc1. RXN SMILES: [CH2:29]([Al+:30][CH2:31][CH:32]([CH3:33])[CH3:34])[CH:35]([CH3:36])[CH3:37].[CH3:44][c:45]1[cH:46][cH:47][cH:48][cH:49][cH:50]1.[ClH:38].[F:1][c:2]1[cH:3][cH:4][c:5]([S:8](=[O:9])(=[O:10])[n:11]2[c:12]([CH3:27])[c:13]([C:22](=[O:23])[O:24][CH2:25][CH3:26])[cH:14][c:15]2-[c:16]2[cH:17][cH:18][cH:19][cH:20][cH:21]2)[cH:6][cH:7]1.[H-:28].[O:39]1[CH2:40][CH2:41][CH2:42][CH2:43]1>>[F:1][c:2]1[cH:3][cH:4][c:5]([S:8](=[O:9])(=[O:10])[n:11]2[c:12]([CH3:27])[c:13]([CH:22]=[O:23])[cH:14][c:15]2-[c:16]2[cH:17][cH:18][cH:19][cH:20][cH:21]2)[cH:6][cH:7]1. Starting materials: C(C)(C)(C)OC(C[C@@H](CN1CCC2=CC(=CC=C12)F)NC([C@H](CC(C)(C)C)NC(C1=CC(=CC=C1)OC)=O)=O)=O (4-(5-Fluoro-2,3-dihydro-indol-1-yl)-3-(S)-[2-(S)-(3-methoxy-benzoylamino)-4,4-dimethyl-pentanoylamino]-butyric acid tert-butyl ester). Run in C(=O)(C(F)(F)F)O (TFA), ClCCl (dichloromethane), O (water). Run at time 8 hour. The product is FC=1C=C2CCN(C2=CC1)C[C@H](CC(=O)O)NC([C@H](CC(C)(C)C)NC(C1=CC(=CC=C1)OC)=O)=O ((S,S)-4-(5-Fluoro-2,3-dihydro-indol-1-yl)-3-[2-(3-methoxy-benzoylamino)-4,4-dimethyl-pentanoylamino]-butyric acid). The yield is 102.9%. RXN SMILES: C([O:5][C:6](=[O:40])[CH2:7][C@H:8]([NH:20][C:21](=[O:39])[C@@H:22]([NH:28][C:29](=[O:38])[C:30]1[CH:35]=[CH:34][CH:33]=[C:32]([O:36][CH3:37])[CH:31]=1)[CH2:23][C:24]([CH3:27])([CH3:26])[CH3:25])[CH2:9][N:10]1[C:18]2[C:13](=[CH:14][C:15]([F:19])=[CH:16][CH:17]=2)[CH2:12][CH2:11]1)(C)(C)C>C(O)(C(F)(F)F)=O.ClCCl.O>[F:19][C:15]1[CH:14]=[C:13]2[C:18](=[CH:17][CH:16]=1)[N:10]([CH2:9][C@@H:8]([NH:20][C:21](=[O:39])[C@@H:22]([NH:28][C:29](=[O:38])[C:30]1[CH:35]=[CH:34][CH:33]=[C:32]([O:36][CH3:37])[CH:31]=1)[CH2:23][C:24]([CH3:27])([CH3:26])[CH3:25])[CH2:7][C:6]([OH:40])=[O:5])[CH2:11][CH2:12]2. Procedure details: The title compound of example 160 (80 mg, 0.14 mmol) was dissolved in a mixture of TFA, dichloromethane and water in a ratio of 45:45:10 (1 mL) and stirred overnight. The solvent was removed and the reaction was partitioned between water and dichloromethane. The aqueous layer was extracted with dichloromethane 3 times and the combined organics were dried over MgSO4 and the solvent was removed to afford 72 mg (100%) of the title compound as a solid; 1H NMR (MeOD, 400 MHz) δ 0.94 (s, 9H), 1.70 (d,...